This data is from the Open Reaction Database (ORD), a public repository of structured organic reaction records. The task is: describe an organic reaction: reactants, conditions, products, and yield The reactants are COC(COC1=C2CCCC2=C(C=C1)S)=O ((7-Mercapto-indan-4-yloxy)-acetic acid methyl ester), ClCC1(CC(=C(C=C1)OCC1=CC=CC=C1)Cl)Cl (4-chloromethyl-(2,4-dichloro-benzyloxy-benzene)), OCC1=CC=C(C=C1)O (4-hydroxymethyl-phenol), ClCC1=C(C=C(C=C1)Cl)Cl (1-chloromethyl-2,4-dichloro-benzene), ClCC1(CC=C(C=C1)OCC1=CC=CC=C1)C(F)(F)F (4-Chloromethyl-(4-trifluoromethyl-benzyloxy-benzene)). The product is ClC1=C(COC2=CC=C(CSC=3C=CC(=C4CCCC34)OCC(=O)O)C=C2)C=CC(=C1)Cl ({7-[4-(2,4-Dichloro-benzyloxy)-benzylsulfanyl]-indan-4-yloxy}-acetic acid). Reaction SMILES: C[O:2][C:3](=[O:16])[CH2:4][O:5][C:6]1[CH:14]=[CH:13][C:12]([SH:15])=[C:11]2[C:7]=1[CH2:8][CH2:9][CH2:10]2.ClCC1(Cl)C=CC(OCC2C=CC=CC=2)=C(Cl)C1.O[CH2:36][C:37]1[CH:42]=[CH:41][C:40]([OH:43])=[CH:39][CH:38]=1.Cl[CH2:45][C:46]1[CH:51]=[CH:50][C:49]([Cl:52])=[CH:48][C:47]=1[Cl:53].ClCC1(C(F)(F)F)C=CC(OCC2C=CC=CC=2)=CC1>>[Cl:53][C:47]1[CH:48]=[C:49]([Cl:52])[CH:50]=[CH:51][C:46]=1[CH2:45][O:43][C:40]1[CH:41]=[CH:42][C:37]([CH2:36][S:15][C:12]2[CH:13]=[CH:14][C:6]([O:5][CH2:4][C:3]([OH:2])=[O:16])=[C:7]3[C:11]=2[CH2:10][CH2:9][CH2:8]3)=[CH:38][CH:39]=1. Reported procedure: The title compound was prepared in the manner analogous to Example 1F using 12C and 4-chloromethyl-(2,4-dichloro-benzyloxy-benzene) prepared from 4-hydroxymethyl-phenol and 1-chloromethyl-2,4-dichloro-benzene in the manner analagous to Examples 14A and 14B. MS m/z 503 (M+1). RXN SMILES: [C:1]([O:5][C:6]([N:8]1[CH2:26][CH2:25][C:11]2[N:12]([CH2:19][C:20]([O:22]CC)=[O:21])[C:13]3[CH:14]=[CH:15][CH:16]=[CH:17][C:18]=3[C:10]=2[CH2:9]1)=[O:7])([CH3:4])([CH3:3])[CH3:2].[OH-].[Na+]>C1COCC1.O>[C:1]([O:5][C:6]([N:8]1[CH2:26][CH2:25][C:11]2[N:12]([CH2:19][C:20]([OH:22])=[O:21])[C:13]3[CH:14]=[CH:15][CH:16]=[CH:17][C:18]=3[C:10]=2[CH2:9]1)=[O:7])([CH3:4])([CH3:2])[CH3:3] |f:1.2|. Run in O (water), C1CCOC1 (THF). Procedure details: A stirred solution of ethyl (2-tert.-butoxycarbonyl-1,2,3,4-tetrahydro-pyrido[4,3-b]indol-5-yl)-acetate (15 mg, 0.039 mmol) in THF (0.6 ml) is treated with 0.2 N aqueous NaOH (0.29 ml, 0.058 mmol) at rt for 15 min. The reaction mixture is diluted with water (2 ml) and washed with diethyl ether (2 ml), then neutralized with conc. HCl (58 μl), and extracted with dichloromethane. The solvent is evaporated and the crude product is recrystallized from acetonitrile to afford pure compound as a yellow ... Product: C(C)(C)(C)OC(=O)N1CC2=C(N(C=3C=CC=CC23)CC(=O)O)CC1 ((2-tert.-Butoxycarbonyl-1,2,3,4-tetrahydro-pyrido[4,3-b]indol-5-yl)-acetic acid). The reactants are C(C)(C)(C)OC(=O)N1CC2=C(N(C=3C=CC=CC23)CC(=O)OCC)CC1 (ethyl (2-tert.-butoxycarbonyl-1,2,3,4-tetrahydro-pyrido[4,3-b]indol-5-yl)-acetate), [OH-].[Na+] (NaOH).